This data is from the Open Reaction Database (ORD), a public repository of structured organic reaction records. The task is: describe an organic reaction: reactants, conditions, products, and yield Reactants: CS(=O)(=O)c1ccc(Cn2ncc3cc(C=C4SC(=S)NC4=O)ccc32)c(C(F)(F)F)c1, CI. Product: CSC1=NC(=O)C(=Cc2ccc3c(cnn3Cc3ccc(S(C)(=O)=O)cc3C(F)(F)F)c2)S1. RXN SMILES: [CH3:1][S:2](=[O:3])(=[O:4])[c:5]1[cH:6][c:7]([C:29]([F:30])([F:31])[F:32])[c:8]([CH2:9][n:10]2[n:11][cH:12][c:13]3[cH:14][c:15]([CH:19]=[C:20]4[C:21](=[O:26])[NH:22][C:23](=[S:25])[S:24]4)[cH:16][cH:17][c:18]23)[cH:27][cH:28]1.[CH3:33][I:34]>>[CH3:1][S:2](=[O:3])(=[O:4])[c:5]1[cH:6][c:7]([C:29]([F:30])([F:31])[F:32])[c:8]([CH2:9][n:10]2[n:11][cH:12][c:13]3[cH:14][c:15]([CH:19]=[C:20]4[C:21](=[O:26])[N:22]=[C:23]([S:25][CH3:33])[S:24]4)[cH:16][cH:17][c:18]23)[cH:27][cH:28]1.